describe an organic reaction: reactants, conditions, products, and yield From a dataset of the Open Reaction Database (ORD), a public repository of structured organic reaction records. Reactants: [OH-].[Na+] (sodium hydroxide), C=1C=CC2=C(C1)C(=O)OC2(C=3C=CC(=CC3)O)C=4C=CC(=CC4)O (phenolphthalein), C=1C=CC2=C(C1)C(=O)OC2(C=3C=CC(=CC3)O)C=4C=CC(=CC4)O (phenolphthalein), 21.3, [Na][Na].P(=O)(O)(O)CNCC(=O)O (disodium N-phosphonomethylglycine), ClC(=O)OCC#CCCl (4-chloro-2-butynyl chloroformate), [OH-].[Na+] (sodium hydroxide). Solvent: O (water). Product: ClCC#CCOC(=O)N(CC(=O)O)CP(=O)(O)O (N-[(4-chloro-2-butynyl)oxy]carbonyl-N-phosphonomethylglycine). The yield is 38.0%. As a reaction SMILES: [Na][Na].[P:3]([CH2:7][NH:8][CH2:9][C:10]([OH:12])=[O:11])([OH:6])([OH:5])=[O:4].Cl[C:14]([O:16][CH2:17][C:18]#[C:19][CH2:20][Cl:21])=[O:15].[OH-].[Na+].C1C=CC2C(C3C=CC(O)=CC=3)(C3C=CC(O)=CC=3)OC(=O)C=2C=1>O>[Cl:21][CH2:20][C:19]#[C:18][CH2:17][O:16][C:14]([N:8]([CH2:7][P:3]([OH:6])([OH:5])=[O:4])[CH2:9][C:10]([OH:12])=[O:11])=[O:15] |f:0.1,3.4|. Reported procedure: To a stirred solution containing 21.3 (0.1 mol) of disodium-N-phosphonomethylglycine in water at a temperature of 10°-15° C. was slowly added 17.5 g (0.105 mol) of 4-chloro-2-butynyl chloroformate. A 50% sodium hydroxide solution was slowly added to the reaction mixture to a phenolphthalein endpoint. The addition of the sodium hydroxide solution was repeated until the phenolphthalein endpoint was stable. The resulting mixture was extracted with diethyl ether. The layers were separated and the aq... Starting materials: CC(C)(C)OC(=O)N1CCC(n2ncc3c(Cl)ncnc32)CC1, O=C([O-])[O-], CCOC(C)=O, CN(C)C=O, [K+], [K+], O, Cn1nc(O)ccc1=O. Yields the product Cn1nc(Oc2ncnc3c2cnn3C2CCN(C(=O)OC(C)(C)C)CC2)ccc1=O. RXN SMILES: [C:1]([CH3:2])([CH3:3])([CH3:4])[O:5][C:6](=[O:7])[N:8]1[CH2:9][CH2:10][CH:11]([n:14]2[n:15][cH:16][c:17]3[c:18]2[n:19][cH:20][n:21][c:22]3[Cl:23])[CH2:12][CH2:13]1.[C:33](=[O:34])([O-:35])[O-:36].[CH3:39][CH2:40][O:41][C:42](=[O:43])[CH3:44].[CH3:45][N:46]([CH3:47])[CH:48]=[O:49].[K+:37].[K+:38].[OH2:50].[OH:24][c:25]1[n:26][n:27]([CH3:32])[c:28](=[O:31])[cH:29][cH:30]1>>[C:1]([CH3:2])([CH3:3])([CH3:4])[O:5][C:6](=[O:7])[N:8]1[CH2:9][CH2:10][CH:11]([n:14]2[n:15][cH:16][c:17]3[c:18]2[n:19][cH:20][n:21][c:22]3[O:24][c:25]2[n:26][n:27]([CH3:32])[c:28](=[O:31])[cH:29][cH:30]2)[CH2:12][CH2:13]1. The reactants are NC(CCSC)C(=O)[O-].[K+] (potassium D,L-methioninate), C(=O)=O (carbon dioxide), N[C@@H](CCSC)C(=O)O (methionine), N[C@@H](CCSC)C(=O)O (methionine), [K] (potassium). Yields the product NC(CCSC)C(=O)O (D,L-methionine). Reaction SMILES: [NH2:1][CH:2]([C:7]([O-:9])=[O:8])[CH2:3][CH2:4][S:5][CH3:6].[K+].N[C@H](C(O)=O)CCSC.[K].C(=O)=O>>[NH2:1][CH:2]([C:7]([OH:9])=[O:8])[CH2:3][CH2:4][S:5][CH3:6] |f:0.1,^1:19|. Procedure details: 686 l per hour of an aqueous solution with 83.6 kg of potassium D,L-methioninate (hydrolysis solution of 5-(2-methylmercaptoethyl)-hydantoin) with additionally 39.77 kg of recycled methionine and potassium compounds are fed in continuously at the top of a stirred reactor 10 with a capacity of 340 l. At the same time, carbon dioxide is fed in at the bottom of the reactor so that a pressure of 2-3 bar is carried in the reactor. Similarly, 0.38 kg per hour of defoaming agent are fed into the reacto... RXN SMILES: [CH3:1][C:2]1([CH3:33])[C:11]2[CH:10]=[C:9]([Se:12][C:13]#[C:14][C:15]3[CH:24]=[CH:23][C:18]([C:19]([O:21]C)=[O:20])=[C:17]([OH:25])[CH:16]=3)[CH:8]=[CH:7][C:6]=2[C:5]([C:26]2[CH:31]=[CH:30][C:29]([CH3:32])=[CH:28][CH:27]=2)=[CH:4][CH2:3]1.[OH-].[Na+].Cl>O1CCCC1>[CH3:1][C:2]1([CH3:33])[C:11]2[CH:10]=[C:9]([Se:12][C:13]#[C:14][C:15]3[CH:24]=[CH:23][C:18]([C:19]([OH:21])=[O:20])=[C:17]([OH:25])[CH:16]=3)[CH:8]=[CH:7][C:6]=2[C:5]([C:26]2[CH:27]=[CH:28][C:29]([CH3:32])=[CH:30][CH:31]=2)=[CH:4][CH2:3]1 |f:1.2|. Procedure: 1.1 g (2 mmol) of methyl 4-(8,8-dimethyl-5-p-tolyl-7,8-dihydro-2-naphthylselanylethynyl)-2-hydroxybenzoate (described in Example 5b) are dissolved in 10 ml of tetrahydrofuran, and 0.96 g (24 mmol) of sodium hydroxide is then added. The reaction medium is heated at 100° C. for 14 hours, acidified with 2N hydrochloric acid solution and then extracted with ethyl ether. The residue obtained is purified by chromatography (eluent: 7/3 heptane/ethyl acetate). After recrystallization from a heptane/ethy... Reactants: [OH-].[Na+] (sodium hydroxide), CC1(CC=C(C=2C=CC(=CC12)[Se]C#CC1=CC(=C(C(=O)OC)C=C1)O)C1=CC=C(C=C1)C)C (methyl 4-(8,8-dimethyl-5-p-tolyl-7,8-dihydro-2-naphthylselanylethynyl)-2-hydroxybenzoate), Cl (hydrochloric acid). The product is CC1(CC=C(C=2C=CC(=CC12)[Se]C#CC1=CC(=C(C(=O)O)C=C1)O)C1=CC=C(C=C1)C)C (4-(8,8-Dimethyl-5-p-tolyl-7,8-dihydro-2-naphthylselanylethynyl)-2-hydroxybenzoic acid). Yield: 61.0%. Reaction conditions: temperature 100 celsius. The solvent is O1CCCC1 (tetrahydrofuran). The reactants are CC(OCC)=O.[Cl-].[Na+].O (EA brine), BrC=1C=CC(=C(C1F)NC(=O)C=1SC=CC1)F (5-bromo(2-thienyl)-N-(2,6-difluorophenyl)carboxamide), CC1=CC2=C(N=CS2)C=C1B1OC(C(O1)(C)C)(C)C (6-methyl-5-(4,4,5,5-tetramethyl(1,3,2-dioxaborolan-2-yl))benzothiazole), C([O-])([O-])=O.[Na+].[Na+] (sodium carbonate). The reagents and catalysts are [Pd].C1(=CC=CC=C1)P(C1=CC=CC=C1)C1=CC=CC=C1.C1(=CC=CC=C1)P(C1=CC=CC=C1)C1=CC=CC=C1.C1(=CC=CC=C1)P(C1=CC=CC=C1)C1=CC=CC=C1.C1(=CC=CC=C1)P(C1=CC=CC=C1)C1=CC=CC=C1 (tetrakis(triphenylphosphine)-palladium(0)). The solvent is COCCOC (DME), CCO (EtOH), O (water). Conditions: temperature 110 celsius. Yields the product FC1=C(C(=CC=C1)F)NC(=O)C=1SC(=CC1)C=1C(=CC2=C(N=CS2)C1)C (N-(2,6-difluorophenyl)[5-(6-methylbenzothiazol-5-yl)(2-thienyl)]carboxamide). Isolated yield 84.3%. Reaction SMILES: Br[C:2]1[CH:3]=[CH:4][C:5]([F:17])=[C:6]([NH:9][C:10]([C:12]2[S:13][CH:14]=[CH:15][CH:16]=2)=[O:11])[C:7]=1[F:8].[CH3:18][C:19]1[C:27](B2OC(C)(C)C(C)(C)O2)=[CH:26][C:22]2[N:23]=[CH:24][S:25][C:21]=2[CH:20]=1.C(=O)([O-])[O-].[Na+].[Na+].CC(=O)OCC.[Cl-].[Na+].O>COCCOC.CCO.O.[Pd].C1(P(C2C=CC=CC=2)C2C=CC=CC=2)C=CC=CC=1.C1(P(C2C=CC=CC=2)C2C=CC=CC=2)C=CC=CC=1.C1(P(C2C=CC=CC=2)C2C=CC=CC=2)C=CC=CC=1.C1(P(C2C=CC=CC=2)C2C=CC=CC=2)C=CC=CC=1>[F:17][C:5]1[CH:4]=[CH:3][CH:2]=[C:7]([F:8])[C:6]=1[NH:9][C:10]([C:12]1[S:13][C:14]([C:27]2[C:19]([CH3:18])=[CH:20][C:21]3[S:25][CH:24]=[N:23][C:22]=3[CH:26]=2)=[CH:15][CH:16]=1)=[O:11] |f:2.3.4,5.6.7.8,12.13.14.15.16|. Procedure: A mixture of (5-bromo(2-thienyl)-N-(2,6-difluorophenyl)carboxamide (22 mg, 0.07 mmol), 6-methyl-5-(4,4,5,5-tetramethyl(1,3,2-dioxaborolan-2-yl))benzothiazole (14) (19 mg, 0.07 mmol), tetrakis(triphenylphosphine)-palladium(0) (Pd(Ph3P)4, 8 mg) and sodium carbonate (22 mg) in 0.5 ml DME, 0.5 ml EtOH and 0.25 ml water was heated under Ar in microwave reactor at 110° C. for 30 min. The reaction mixture was worked up with EA/brine. Org. phase was concentrated and then subjected to prep HPLC chromatog... The product is COc1cc(C=O)c(Br)cc1F. As a reaction SMILES: [Br-:13].[Br:14].[F:1][c:2]1[c:3]([O:10][CH3:11])[cH:4][c:5]([CH:6]=[O:7])[cH:8][cH:9]1.[K+:12].[OH2:15]>>[F:1][c:2]1[c:3]([O:10][CH3:11])[cH:4][c:5]([CH:6]=[O:7])[c:8]([Br:13])[cH:9]1. The reactants are [Br-], Br, COc1cc(C=O)ccc1F, [K+], O. Starting materials: CC(C=CC1=C(C)CC2OCCOC2C1(C)C)=CCO, c1ccccc1. Product: CC(C=CC1=C(C)CC2OCCOC2C1(C)C)=CC=O. Reaction SMILES: [CH2:1]1[O:2][CH:3]2[CH2:4][C:5]([CH3:20])=[C:6]([CH:13]=[CH:14][C:15](=[CH:16][CH2:17][OH:18])[CH3:19])[C:7]([CH3:11])([CH3:12])[CH:8]2[O:9][CH2:10]1.[cH:21]1[cH:22][cH:23][cH:24][cH:25][cH:26]1>>[CH2:1]1[O:2][CH:3]2[CH2:4][C:5]([CH3:20])=[C:6]([CH:13]=[CH:14][C:15](=[CH:16][CH:17]=[O:18])[CH3:19])[C:7]([CH3:11])([CH3:12])[CH:8]2[O:9][CH2:10]1. Starting materials: C[Si](C)(C)C#Cc1c(OCc2ccccc2)ccn(Cc2cccc(F)c2)c1=O, CCCC[N+](CCCC)(CCCC)CCCC, CC#N, [F-]. Yields the product C#Cc1c(OCc2ccccc2)ccn(Cc2cccc(F)c2)c1=O. As a reaction SMILES: [CH2:1]([c:2]1[cH:3][cH:4][cH:5][cH:6][cH:7]1)[O:8][c:9]1[c:10]([C:24]#[C:25][Si:26]([CH3:27])([CH3:28])[CH3:29])[c:11](=[O:23])[n:12]([CH2:15][c:16]2[cH:17][c:18]([F:22])[cH:19][cH:20][cH:21]2)[cH:13][cH:14]1.[CH3:31][CH2:32][CH2:33][CH2:34][N+:35]([CH2:36][CH2:37][CH2:38][CH3:39])([CH2:40][CH2:41][CH2:42][CH3:43])[CH2:44][CH2:45][CH2:46][CH3:47].[CH3:48][C:49]#[N:50].[F-:30]>>[CH2:1]([c:2]1[cH:3][cH:4][cH:5][cH:6][cH:7]1)[O:8][c:9]1[c:10]([C:24]#[CH:25])[c:11](=[O:23])[n:12]([CH2:15][c:16]2[cH:17][c:18]([F:22])[cH:19][cH:20][cH:21]2)[cH:13][cH:14]1. Starting materials: CCCS(=O)(=O)Cl, ClCCl, c1ccncc1, Nc1ccc(CCN2CCN(c3nsc4ccccc34)CC2)cc1. The product is CCCS(=O)(=O)Nc1ccc(CCN2CCN(c3nsc4ccccc34)CC2)cc1. As a reaction SMILES: [CH2:25]([CH2:26][CH3:27])[S:28](=[O:29])(=[O:30])[Cl:31].[Cl:38][CH2:39][Cl:40].[cH:32]1[cH:33][cH:34][n:35][cH:36][cH:37]1.[s:1]1[n:2][c:3]([N:10]2[CH2:11][CH2:12][N:13]([CH2:16][CH2:17][c:18]3[cH:19][cH:20][c:21]([NH2:24])[cH:22][cH:23]3)[CH2:14][CH2:15]2)[c:4]2[c:5]1[cH:6][cH:7][cH:8][cH:9]2>>[s:1]1[n:2][c:3]([N:10]2[CH2:11][CH2:12][N:13]([CH2:16][CH2:17][c:18]3[cH:19][cH:20][c:21]([NH:24][S:28]([CH2:25][CH2:26][CH3:27])(=[O:29])=[O:30])[cH:22][cH:23]3)[CH2:14][CH2:15]2)[c:4]2[c:5]1[cH:6][cH:7][cH:8][cH:9]2. Reactants: C(C=C)Br (allyl bromide), ice, CC(C(=O)O)CS (2-methyl-3-sulfanyl-propanoic acid), [OH-].[Na+] (sodium hydroxide). The solvent is C(C)O (ethanol), O (water). The product is C(C=C)SCC(C(=O)O)C (3-Allylsulfanyl-2-methyl-propanoic acid), material. As a reaction SMILES: [CH3:1][CH:2]([CH2:6][SH:7])[C:3]([OH:5])=[O:4].[OH-].[Na+].[CH2:10](Br)[CH:11]=[CH2:12]>O.C(O)C>[CH2:12]([S:7][CH2:6][CH:2]([CH3:1])[C:3]([OH:5])=[O:4])[CH:11]=[CH2:10] |f:1.2|. Procedure details: 3-Allylsulfanyl-2-methyl-propanoic acid was prepared as described by Zhou et al. J. Org. Chem. 2004, 69, 7072. An ice-cold mixture of 2-methyl-3-sulfanyl-propanoic acid (5 g, 42 mmol) and sodium hydroxide (3.33 g, 83 mmol) in water (50 mL) was treated with a solution of allyl bromide (5.98 g, 49 mmol) in ethanol (100 mL) over 30 minutes. Ice bath was removed after 45 minutes and after 14 hours at room temperature, volatiles were removed under reduced pressure. The residue was cooled in ice, acid...